From a dataset of the Open Reaction Database (ORD), a public repository of structured organic reaction records. describe an organic reaction: reactants, conditions, products, and yield Starting materials: ClC(C(=O)Cl)(Cl)Cl (trichloroacetyl chloride), C1(=CC=C(C=C1)C(=O)N1CC=2N(CC3=C1C=CC=C3)C=CC2)C2=CC=CC=C2 (10-(1,1′-Biphenyl-4-ylcarbonyl)-10,11-dihydro-5H-pyrrolo[2,1-c][1,4]benzodiazepine), O (water). Solvent: O1CCOCC1 (1,4-dioxane). Yields the product C1(=CC=C(C=C1)C(=O)N1CC=2N(CC3=C1C=CC=C3)C(=CC2)C(C(Cl)(Cl)Cl)=O)C2=CC=CC=C2 (1-[10-(1,1′-Biphenyl-4-ylcarbonyl)-10,11-dihydro-5H-pyrrolo[2,1-c][1,4]benzodiazepin-3-yl]-2,2,2-trichloroethanone). RXN SMILES: [C:1]1([C:23]2[CH:28]=[CH:27][CH:26]=[CH:25][CH:24]=2)[CH:6]=[CH:5][C:4]([C:7]([N:9]2[C:15]3[CH:16]=[CH:17][CH:18]=[CH:19][C:14]=3[CH2:13][N:12]3[CH:20]=[CH:21][CH:22]=[C:11]3[CH2:10]2)=[O:8])=[CH:3][CH:2]=1.[Cl:29][C:30]([Cl:35])([Cl:34])[C:31](Cl)=[O:32].O>O1CCOCC1>[C:1]1([C:23]2[CH:28]=[CH:27][CH:26]=[CH:25][CH:24]=2)[CH:2]=[CH:3][C:4]([C:7]([N:9]2[C:15]3[CH:16]=[CH:17][CH:18]=[CH:19][C:14]=3[CH2:13][N:12]3[C:20]([C:31](=[O:32])[C:30]([Cl:35])([Cl:34])[Cl:29])=[CH:21][CH:22]=[C:11]3[CH2:10]2)=[O:8])=[CH:5][CH:6]=1. Reported procedure: 10-(1,1′-Biphenyl-4-ylcarbonyl)-10,11-dihydro-5H-pyrrolo[2,1-c][1,4]benzodiazepine of Step A (1.822 g; 0.005 mol) was dissolved in 50 mL of 1,4-dioxane to which was then added 0.946 g (0.0052 mol) of trichloroacetyl chloride. The reaction solution was heated under reflux with stirring over night, cooled to room temperature and then poured into 250 mL of water. Recrystallization of the crude material from ethanol provided a solid, m.p. 197-198° C.